From a dataset of the Open Reaction Database (ORD), a public repository of structured organic reaction records. describe an organic reaction: reactants, conditions, products, and yield Reactants: O=C(c1ncc[nH]1)c1ncc[nH]1, CC(C)N, CN(C)C=O, COCc1c(C(=O)O)ncc2[nH]c3cccc(Oc4ccc(Cl)cc4)c3c12, O. Product: COCc1c(C(=O)NC(C)C)ncc2[nH]c3cccc(Oc4ccc(Cl)cc4)c3c12. Reaction SMILES: [C:28]([c:29]1[nH:30][cH:31][cH:32][n:33]1)([c:34]1[nH:35][cH:36][cH:37][n:38]1)=[O:39].[CH3:40][CH:41]([CH3:42])[NH2:43].[CH3:45][N:46]([CH3:47])[CH:48]=[O:49].[Cl:1][c:2]1[cH:3][cH:4][c:5]([O:6][c:7]2[c:8]3[c:9]4[c:10]([CH2:23][O:24][CH3:25])[c:11]([C:20](=[O:21])[OH:22])[n:12][cH:13][c:14]4[nH:15][c:16]3[cH:17][cH:18][cH:19]2)[cH:26][cH:27]1.[OH2:44]>>[Cl:1][c:2]1[cH:3][cH:4][c:5]([O:6][c:7]2[c:8]3[c:9]4[c:10]([CH2:23][O:24][CH3:25])[c:11]([C:20](=[O:21])[NH:43][CH:41]([CH3:40])[CH3:42])[n:12][cH:13][c:14]4[nH:15][c:16]3[cH:17][cH:18][cH:19]2)[cH:26][cH:27]1. The reactants are [NH4+].[Cl-] (NH4Cl), [Br-] (bromide), BrC1=CC=C(C=C1)[C@@H]1C2=C3CCC(C=C3CC[C@H]2[C@@H]2C[C@H]([C@@H]([C@@]2(C)C1)C(=O)C1CC1)C)=O ((11β,16α,17β)-11-(4-bromophenyl)-17-cyclopropylcarbonyl-16-methylestra-4,9-dien-3-one). The reagents and catalysts are Cl[Pd]([P](C1=CC=CC=C1)(C2=CC=CC=C2)C3=CC=CC=C3)([P](C4=CC=CC=C4)(C5=CC=CC=C5)C6=CC=CC=C6)Cl ((PPh3)2PdCl2), [Pd](Cl)Cl.[CH-]1C=CC=C1.[CH-]1C=CC=C1.[Fe+2] (ferrocene palladium dichloride). Run in C1CCOC1 (THF). Reaction conditions: temperature 60 celsius, time 5 hour. Product: C1(CC1)C(=O)[C@@H]1[C@]2(C)[C@@H](C[C@H]1C)[C@@H]1CCC3=CC(CCC3=C1[C@H](C2)C2=CC=C(C=C2)C2=NC=CC=C2)=O ((11β,16α,17β)-17-cyclopropylcarbonyl-16-methyl-11-[4-(2-pyridinyl)phenyl]estra-4,9-dien-3-one). The yield is 40.0%. Reaction SMILES: [Br-].Br[C:3]1[CH:8]=[CH:7][C:6]([C@H:9]2[CH2:26][C@@:24]3([CH3:25])[C@@H:20]([CH2:21][C@@H:22]([CH3:32])[C@@H:23]3[C:27]([CH:29]3[CH2:31][CH2:30]3)=[O:28])[C@H:19]3[C:10]2=[C:11]2[C:16]([CH2:17][CH2:18]3)=[CH:15][C:14](=[O:33])[CH2:13][CH2:12]2)=[CH:5][CH:4]=1.[NH4+:34].[Cl-]>C1COCC1.Cl[Pd](Cl)([P](C1C=CC=CC=1)(C1C=CC=CC=1)C1C=CC=CC=1)[P](C1C=CC=CC=1)(C1C=CC=CC=1)C1C=CC=CC=1.[Pd](Cl)Cl.[CH-]1C=CC=C1.[CH-]1C=CC=C1.[Fe+2]>[CH:29]1([C:27]([C@H:23]2[C@H:22]([CH3:32])[CH2:21][C@H:20]3[C@H:19]4[C:10]([C@@H:9]([C:6]5[CH:5]=[CH:4][C:3]([C:7]6[CH:8]=[CH:3][CH:4]=[CH:5][N:34]=6)=[CH:8][CH:7]=5)[CH2:26][C@:24]23[CH3:25])=[C:11]2[C:16](=[CH:15][C:14](=[O:33])[CH2:13][CH2:12]2)[CH2:17][CH2:18]4)=[O:28])[CH2:30][CH2:31]1 |f:2.3,6.7.8.9,^1:43,62|. Procedure: (PPh3)2PdCl2 (4 mg, 0.006 mmol), ferrocene palladium dichloride (6 mg, 0.009 mmol) and 2-pyridylzine bromide (2 mL, 1.0 mmol) were added to a solution of (11β,16α,17β)-11-(4-bromophenyl)-17-cyclopropylcarbonyl-16-methylestra-4,9-dien-3-one (200 mg, 0.41 mmol) in THF (4 mL) under a nitrogen atmosphere. The reaction mixture was stirred for 5 hours at 60° C. and then cooled to room temperature. A saturated aqueous NH4Cl solution was added and the mixture was extracted three times with dichlorometha... Starting materials: C1(O)=CC=C(O)C=C1 (hydroquinone), ClC1=NC=C(C=C1)C(F)(F)F (2-chloro-5-trifluoromethylpyridine), [OH-].[K+] (potassium hydroxide). Reaction SMILES: [C:1]1([CH:8]=[CH:7][C:5]([OH:6])=[CH:4][CH:3]=1)[OH:2].Cl[C:10]1[CH:15]=[CH:14][C:13]([C:16]([F:19])([F:18])[F:17])=[CH:12][N:11]=1.[OH-].[K+]>CS(C)=O>[F:17][C:16]([F:19])([F:18])[C:13]1[CH:14]=[CH:15][C:10]([O:2][C:1]2[CH:8]=[CH:7][C:5]([OH:6])=[CH:4][CH:3]=2)=[N:11][CH:12]=1 |f:2.3|. Isolated yield 35.6%. Reported procedure: 40 ml of dimethyl sulfoxide, 4.2 g of hydroquinone, 5.0 g of 2-chloro-5-trifluoromethylpyridine and 2.3 g of potassium hydroxide were reacted with stirring in a nitrogen gas stream at 150° C. for 2 hours to obtain 2.5 g of 4-(5-trifluoromethyl-2-pyridyloxy)phenol. The thus-obtained 4-(5-trifluoromethyl-2-pyridyloxy)phenol was dissolved in 20 ml of methyl ethyl ketone, and 1.7 g of anhydrous potassium carbonate was added thereto. The mixture was reacted with stirring under reflux for 1 hour, and ... Run in CS(=O)C (dimethyl sulfoxide). The product is FC(C=1C=CC(=NC1)OC1=CC=C(C=C1)O)(F)F (4-(5-trifluoromethyl-2-pyridyloxy)phenol). Run at temperature 150 celsius, time 2 hour. Reactants: BrC=1C(=NOC1C1=CC=CC=C1)O (4-Bromo-3-hydroxy-5-phenylisoxazole), C(C)(C)(C)OC(=O)NCCO (2-(N-tert-butoxycarbonylamino)ethanol). Product: BrC=1C(=NOC1C1=CC=CC=C1)OCCNC(=O)OC(C)(C)C (4-Bromo-3-(2-(N-tert-butoxycarbonylamino)ethoxy)-5-phenylisoxazole). The yield is 81.4%. Reaction SMILES: [Br:1][C:2]1[C:3]([OH:13])=[N:4][O:5][C:6]=1[C:7]1[CH:12]=[CH:11][CH:10]=[CH:9][CH:8]=1.[C:14]([O:18][C:19]([NH:21][CH2:22][CH2:23]O)=[O:20])([CH3:17])([CH3:16])[CH3:15]>>[Br:1][C:2]1[C:3]([O:13][CH2:23][CH2:22][NH:21][C:19]([O:18][C:14]([CH3:17])([CH3:16])[CH3:15])=[O:20])=[N:4][O:5][C:6]=1[C:7]1[CH:12]=[CH:11][CH:10]=[CH:9][CH:8]=1. Procedure details: 4-Bromo-3-hydroxy-5-phenylisoxazole (0.2 g) and 2-(N-tert-butoxycarbonylamino)ethanol (0.15 g) were subjected to reaction and post-treatment in a similar manner to that described in Example 9(a) to obtain the title compound (0.26 g, 81%) as a colorless powder. Reactants: C=O (formaldehyde), C(CCC)N1C(=NC(=C1)C1=CC=C(C=C1)OC)C1=CC=CC=C1 (3-Butyl-5-(4-methoxy-phenyl)-2-phenyl-3H-imidazole). Run in C(C)(=O)O (acetic acid). Run at temperature 70 celsius, time 8 hour. The product is 10.0, C(CCC)N1C(=NC(=C1CO)C1=CC=C(C=C1)OC)C1=CC=CC=C1 (3-Butyl-5-(4-methoxy-phenyl)-2-phenyl-3H-imidazol-4-ylmethanol). RXN SMILES: [CH2:1]([N:5]1[CH:9]=[C:8]([C:10]2[CH:15]=[CH:14][C:13]([O:16][CH3:17])=[CH:12][CH:11]=2)[N:7]=[C:6]1[C:18]1[CH:23]=[CH:22][CH:21]=[CH:20][CH:19]=1)[CH2:2][CH2:3][CH3:4].[CH2:24]=[O:25]>C(O)(=O)C>[CH2:1]([N:5]1[C:9]([CH2:24][OH:25])=[C:8]([C:10]2[CH:15]=[CH:14][C:13]([O:16][CH3:17])=[CH:12][CH:11]=2)[N:7]=[C:6]1[C:18]1[CH:19]=[CH:20][CH:21]=[CH:22][CH:23]=1)[CH2:2][CH2:3][CH3:4]. Reported procedure: To a 150 ml sealed flask is added 4-({[3-Butyl-5-(4-methoxy-phenyl)-2-phenyl-3H-imidazole (10.72, 35 mmol) followed by the addition of 24 ml of acetic acid and 24 ml of 37% formaldehyde, the resulting mixture is stirred at 70° C. for 8 h, then cooled to room temperature. The organic solvents is evaporated, the residue is diluted 100 ml of water and basified with sodium hydroxide solution, the mixture is extracted with ethyl acetate (100 ml×4), washed with water and brine, dried over Na2SO4 Conce... The reactants are BrCC#N (bromoacetonitrile), C([O-])([O-])=O.[K+].[K+] (potassium carbonate), C(C1=CC=CC=C1)N(C(=O)C1=C(OC2=C1C=CC=C2)CCCC)CC2=CC=C(C=C2)C2=CC(=C(C=C2)O)Br (N-benzyl-N-[(3′-bromo-4′-hydroxy-1,1′-biphenyl-4-yl)methyl]-2-butyl-1-benzofuran-3-carboxamide). Solvent: CN(C)C=O (DMF). Conditions: time 23 hour. Yields the product C(C1=CC=CC=C1)N(C(=O)C1=C(OC2=C1C=CC=C2)CCCC)CC2=CC=C(C=C2)C2=CC(=C(C=C2)OCC#N)Br (N-benzyl-N-{[3′-bromo-4′-(cyanomethoxy)-1,1′-biphenyl-4-yl]methyl}-2-butyl-1-benzofuran-3-carboxamide). Yield: 68.6%. RXN SMILES: [CH2:1]([N:8]([CH2:24][C:25]1[CH:30]=[CH:29][C:28]([C:31]2[CH:36]=[CH:35][C:34]([OH:37])=[C:33]([Br:38])[CH:32]=2)=[CH:27][CH:26]=1)[C:9]([C:11]1[C:15]2[CH:16]=[CH:17][CH:18]=[CH:19][C:14]=2[O:13][C:12]=1[CH2:20][CH2:21][CH2:22][CH3:23])=[O:10])[C:2]1[CH:7]=[CH:6][CH:5]=[CH:4][CH:3]=1.Br[CH2:40][C:41]#[N:42].C(=O)([O-])[O-].[K+].[K+]>CN(C=O)C>[CH2:1]([N:8]([CH2:24][C:25]1[CH:26]=[CH:27][C:28]([C:31]2[CH:36]=[CH:35][C:34]([O:37][CH2:40][C:41]#[N:42])=[C:33]([Br:38])[CH:32]=2)=[CH:29][CH:30]=1)[C:9]([C:11]1[C:15]2[CH:16]=[CH:17][CH:18]=[CH:19][C:14]=2[O:13][C:12]=1[CH2:20][CH2:21][CH2:22][CH3:23])=[O:10])[C:2]1[CH:7]=[CH:6][CH:5]=[CH:4][CH:3]=1 |f:2.3.4|. Procedure details: A mixture of N-benzyl-N-[(3′-bromo-4′-hydroxy-1,1′-biphenyl-4-yl)methyl]-2-butyl-1-benzofuran-3-carboxamide (1.5 g, 2.64 mmol), prepared in the previous step, bromoacetonitrile (220 μL, 3.16 mmol) and potassium carbonate (1.862 g, 13.5 mmol) in 75 mL of DMF was stirred under nitrogen at room temperature for 23 h. The reaction was partitioned between methylene chloride and water. If an emulsion forms saturated NaCl can be added to separate it. The organic layer was separated, extracted multiple t... Starting materials: C=CCc1cc(O)c(CC=C)c(C=O)c1O, CCO, Cl, NO, O. Yields the product C=CCc1cc(O)c(CC=C)c(C=NO)c1O. RXN SMILES: [CH2:4]([CH:5]=[CH2:6])[c:7]1[c:8]([CH:9]=[O:10])[c:11]([OH:19])[c:12]([CH2:16][CH:17]=[CH2:18])[cH:13][c:14]1[OH:15].[CH3:20][CH2:21][OH:22].[ClH:1].[NH2:2][OH:3].[OH2:23]>>[N:2]([OH:3])=[CH:9][c:8]1[c:7]([CH2:4][CH:5]=[CH2:6])[c:14]([OH:15])[cH:13][c:12]([CH2:16][CH:17]=[CH2:18])[c:11]1[OH:19].